Dataset: the Open Reaction Database (ORD), a public repository of structured organic reaction records. Task: describe an organic reaction: reactants, conditions, products, and yield Reactants: ClC=1C=NC=C(C1SC1=C(C=C(S1)C(=O)NC1CCNCC1)[N+](=O)[O-])Cl (5-((3,5-dichloropyridin-4-yl)thio)-4-nitro-N-(piperidin-4-yl)thiophene-2-carboxamide), C(C)(=O)Cl (acetyl chloride). Yields the product C(C)(=O)N1CCC(CC1)NC(=O)C=1SC(=C(C1)[N+](=O)[O-])SC1=C(C=NC=C1Cl)Cl (N-(1-acetylpiperidin-4-yl)-5-((3,5-dichloropyridin-4-yl)thio)-4-nitrothiophene-2-carboxamide), solid. Yield: 35.0%. As a reaction SMILES: [Cl:1][C:2]1[CH:3]=[N:4][CH:5]=[C:6]([Cl:26])[C:7]=1[S:8][C:9]1[S:13][C:12]([C:14]([NH:16][CH:17]2[CH2:22][CH2:21][NH:20][CH2:19][CH2:18]2)=[O:15])=[CH:11][C:10]=1[N+:23]([O-:25])=[O:24].[C:27](Cl)(=[O:29])[CH3:28]>>[C:27]([N:20]1[CH2:21][CH2:22][CH:17]([NH:16][C:14]([C:12]2[S:13][C:9]([S:8][C:7]3[C:6]([Cl:26])=[CH:5][N:4]=[CH:3][C:2]=3[Cl:1])=[C:10]([N+:23]([O-:25])=[O:24])[CH:11]=2)=[O:15])[CH2:18][CH2:19]1)(=[O:29])[CH3:28]. Reported procedure: Prepared according to the procedure described for example 199 from 5-((3,5-dichloropyridin-4-yl)thio)-4-nitro-N-(piperidin-4-yl)thiophene-2-carboxamide (0.2 g, 0.46 mmol) and acetyl chloride (53.0 mg, 0.69 mmol). The title compound was obtained as a solid (75 mg, 35% yield). 1H NMR (400 MHz, d6-DMSO) δ:8.98 (2H, m), 8.67 (1H, m), 8.48 (1H, s), 4.28 (1H, m), 3.89 (1H, m), 3.80 (1H, m), 3.61 (1H, m), 3.13 (1H, m), 2.70 (1H, m), 2.00 (3H, s), 1.83 (1H, m), 1.76 (1H, m), 1.41 (1H, m), 1.28 (1H, m). ...